The task is: describe an organic reaction: reactants, conditions, products, and yield. This data is from the Open Reaction Database (ORD), a public repository of structured organic reaction records. The reactants are C[C@@H]1CC[C@@]2([C@H]([C@H]3[C@@H](O2)C[C@@H]4[C@@]3(CC[C@H]5[C@H]4CC=C6[C@@]5(CC[C@@H](C6)O)C)C)C)OC1 (diosgenin), C(C)OCCl (chloromethyl ethyl ether), C(C)(C)N(CC)C(C)C (diisopropylethylamine), ClCCCl (1,2-dichloroethane). Procedure: A mixture of diosgenin (2.5 g, 6.0 mmol), chloromethyl ethyl ether (1.14 g, 12.0 mmol), diisopropylethylamine (3.90 g, 30.0 mmol) and 1,2-dichloroethane (75 mL) was stirred under nitrogen atmosphere at ambient temperature for 4 hours. Methanol (<1 mL) was added to quench the reaction. The mixture was diluted with ethyl acetate and washed with water (2x), brine (1x), dried over sodium sulfate, filtered and concentrated in vacuo to give 2.17 g (76.5%) of the title compound as a colorless solid. Run in C(C)(=O)OCC (ethyl acetate), CO (Methanol). Product: C(C)OCO[C@@H]1CC2=CC[C@H]3[C@@H]4C[C@H]5[C@H]([C@H](C)[C@]6(O5)CC[C@@H](C)CO6)[C@]4(CC[C@@H]3[C@]2(CC1)C)C ((3β,25R)-3-ethoxymethoxy,5-spirostene). Conditions: time 4 hour. As a reaction SMILES: [CH3:1][C@H:2]1[CH2:30][O:29][C@@:5]2([O:9][C@H:8]3[CH2:10][C@H:11]4[C@@H:16]5[CH2:17][CH:18]=[C:19]6[CH2:24][C@@H:23]([OH:25])[CH2:22][CH2:21][C@:20]6([CH3:26])[C@H:15]5[CH2:14][CH2:13][C@:12]4([CH3:27])[C@H:7]3[C@@H:6]2[CH3:28])[CH2:4][CH2:3]1.[CH2:31]([O:33][CH2:34]Cl)[CH3:32].C(N(C(C)C)CC)(C)C.ClCCCl>C(OCC)(=O)C.CO>[CH2:31]([O:33][CH2:34][O:25][C@H:23]1[CH2:22][CH2:21][C@@:20]2([CH3:26])[C:19](=[CH:18][CH2:17][C@@H:16]3[C@@H:15]2[CH2:14][CH2:13][C@@:12]2([CH3:27])[C@H:11]3[CH2:10][C@@H:8]3[O:9][C@@:5]4([O:29][CH2:30][C@H:2]([CH3:1])[CH2:3][CH2:4]4)[C@@H:6]([CH3:28])[C@@H:7]32)[CH2:24]1)[CH3:32]. Isolated yield 76.5%. Reactants: CO, CC(=O)[O-], Cl, O=C(Cc1ccc(F)cc1)c1ccncc1, NO, [Na+]. Yields the product ON=C(Cc1ccc(F)cc1)c1ccncc1. RXN SMILES: [CH3:25][OH:26].[CH3:2][C:3](=[O:4])[O-:5].[ClH:6].[F:9][c:10]1[cH:11][cH:12][c:13]([CH2:16][C:17](=[O:18])[c:19]2[cH:20][cH:21][n:22][cH:23][cH:24]2)[cH:14][cH:15]1.[NH2:7][OH:8].[Na+:1]>>[N:7]([OH:8])=[C:17]([CH2:16][c:13]1[cH:12][cH:11][c:10]([F:9])[cH:15][cH:14]1)[c:19]1[cH:20][cH:21][n:22][cH:23][cH:24]1. Reactants: CCOC(=O)c1c(Cl)c(C)c(=O)n(C)c1C(C)=O, C1CCOC1, Cl, [Li+], [OH-], O. Yields the product CC(=O)c1c(C(=O)O)c(Cl)c(C)c(=O)n1C. As a reaction SMILES: [CH2:1]([CH3:2])[O:3][C:4](=[O:5])[c:6]1[c:7]([C:16]([CH3:17])=[O:18])[n:8]([CH3:15])[c:9](=[O:14])[c:10]([CH3:13])[c:11]1[Cl:12].[CH2:22]1[O:23][CH2:24][CH2:25][CH2:26]1.[ClH:21].[Li+:20].[OH-:19].[OH2:27]>>[O:3]=[C:4]([OH:5])[c:6]1[c:7]([C:16]([CH3:17])=[O:18])[n:8]([CH3:15])[c:9](=[O:14])[c:10]([CH3:13])[c:11]1[Cl:12]. Isolated yield 86.0%. Procedure details: (4,5-Dimethylfuran-2-yl)-(4,5-dimethylthiazol-2-yl)methanone (910 mg), methanol (7 ml), and 8 ml of a 28% aqueous ammonia solution were placed in a sealed tube, and the mixture was stirred at 160° C. overnight. The reaction solution was cooled to room temperature, the solvent was then removed by distillation under the reduced pressure, and the residue was purified by column chromatography using hexane-ethyl acetate to give 5,6-dimethyl-2-(4,5-dimethylthiazol-2-yl)pyridin-3-ol (782 mg, yield 86%)... Reaction conditions: temperature 160 celsius, time 8 hour. As a reaction SMILES: [CH3:1][C:2]1[CH:3]=[C:4]([C:8]([C:10]2[S:11][C:12]([CH3:16])=[C:13]([CH3:15])[N:14]=2)=O)[O:5][C:6]=1[CH3:7].[NH3:17]>CO>[CH3:1][C:2]1[CH:3]=[C:4]([OH:5])[C:8]([C:10]2[S:11][C:12]([CH3:16])=[C:13]([CH3:15])[N:14]=2)=[N:17][C:6]=1[CH3:7]. The product is CC=1C=C(C(=NC1C)C=1SC(=C(N1)C)C)O (5,6-dimethyl-2-(4,5-dimethylthiazol-2-yl)pyridin-3-ol). The reactants are CC=1C=C(OC1C)C(=O)C=1SC(=C(N1)C)C ((4,5-Dimethylfuran-2-yl)-(4,5-dimethylthiazol-2-yl)methanone), N (ammonia). The solvent is CO (methanol). Solvent: CN(C=O)C (dimethylformamide), CN(C=O)C (dimethylformamide). Conditions: time 1.5 hour. Procedure: 0.574 g (0.003 mol) of 1-benzyl-4-hydroxypiperidine dissolved in 5 ml of dimethylformamide was added dropwise at 0° to a suspension of 0.14 g (0.0035 mol) of sodium hydride in 5 ml of dimethylformamide. The mixture was left to warm to room temperature and was stirred for 1.5 hrs. Then, 0.39 ml (0.0033 mol) of benzyl bromide was added dropwise. The mixture was stirred at 40° for 18 hrs. The solvent was removed, the residue was taken up in water, adjusted to pH 11 with 2N aqueous NaOH and extracte... Isolated yield 39.4%. Product: C(C1=CC=CC=C1)N1CCC(CC1)OCC1=CC=CC=C1 (1-benzyl-4-benzyloxypiperidine). Starting materials: [H-].[Na+] (sodium hydride), C(C1=CC=CC=C1)N1CCC(CC1)O (1-benzyl-4-hydroxypiperidine), C(C1=CC=CC=C1)Br (benzyl bromide). As a reaction SMILES: [CH2:1]([N:8]1[CH2:13][CH2:12][CH:11]([OH:14])[CH2:10][CH2:9]1)[C:2]1[CH:7]=[CH:6][CH:5]=[CH:4][CH:3]=1.[H-].[Na+].[CH2:17](Br)[C:18]1[CH:23]=[CH:22][CH:21]=[CH:20][CH:19]=1>CN(C)C=O>[CH2:1]([N:8]1[CH2:13][CH2:12][CH:11]([O:14][CH2:17][C:18]2[CH:23]=[CH:22][CH:21]=[CH:20][CH:19]=2)[CH2:10][CH2:9]1)[C:2]1[CH:3]=[CH:4][CH:5]=[CH:6][CH:7]=1 |f:1.2|. Starting materials: N1=CC=C(C=C1)B(O)O (Pyridine 4-boronic acid), solution, C([O-])([O-])=O.[K+].[K+] (potassium carbonate), C(C1=CC=CC=C1)OC1=C2N(C(=NC1=O)CC1=C(C=C(C=C1)Cl)Br)CCN(C2=O)C(C)C (9-benzyloxy-6-(2-bromo-4-chlorobenzyl)-2-isopropyl-3,4-dihydro-2H-pyrazino[1,2-c]pyrimidine-1,8-dione), Pd(triphenyl phosphine)4, C1(CCCCC1)P(C1=C(C=CC=C1)C1=C(C=CC=C1OC)OC)C1CCCCC1 (2-dicyclohexylphosphino-2′,6′-dimethoxybiphenyl). Solvent: O1CCOCC1 (dioxane). Conditions: temperature 80 celsius. The product is C(C1=CC=CC=C1)OC1=C2N(C(=NC1=O)CC1=C(C=C(C=C1)Cl)C1=CC=NC=C1)CCN(C2=O)C(C)C (9-benzyloxy-6-(4-chloro-2-pyridin-4-yl-benzyl)-2-isopropyl-3,4-dihydro-2H-pyrazino[1,2-c]pyrimidine-1,8-dione). Yield: 51.0%. RXN SMILES: [CH2:1]([O:8][C:9]1[C:14](=[O:15])[N:13]=[C:12]([CH2:16][C:17]2[CH:22]=[CH:21][C:20]([Cl:23])=[CH:19][C:18]=2Br)[N:11]2[CH2:25][CH2:26][N:27]([CH:30]([CH3:32])[CH3:31])[C:28](=[O:29])[C:10]=12)[C:2]1[CH:7]=[CH:6][CH:5]=[CH:4][CH:3]=1.[N:33]1[CH:38]=[CH:37][C:36](B(O)O)=[CH:35][CH:34]=1.C(=O)([O-])[O-].[K+].[K+].C1(P(C2CCCCC2)C2C=CC=CC=2C2C(OC)=CC=CC=2OC)CCCCC1>O1CCOCC1>[CH2:1]([O:8][C:9]1[C:14](=[O:15])[N:13]=[C:12]([CH2:16][C:17]2[CH:22]=[CH:21][C:20]([Cl:23])=[CH:19][C:18]=2[C:36]2[CH:37]=[CH:38][N:33]=[CH:34][CH:35]=2)[N:11]2[CH2:25][CH2:26][N:27]([CH:30]([CH3:32])[CH3:31])[C:28](=[O:29])[C:10]=12)[C:2]1[CH:7]=[CH:6][CH:5]=[CH:4][CH:3]=1 |f:2.3.4|. Procedure details: In a sealed tube was placed a stirred solution of 9-benzyloxy-6-(2-bromo-4-chlorobenzyl)-2-isopropyl-3,4-dihydro-2H-pyrazino[1,2-c]pyrimidine-1,8-dione (380) (100 mg, 0.194 mmol) in dioxane (4 mL). Pyridine 4-boronic acid (23.822 mg, 0.194 mmol), and a 1N solution of potassium carbonate [(80.349 mg, 0.581 mmol) in 0.82 mL water] were added at room temperature and the reaction mixture was purged for 30 min with argon. Pd(triphenyl phosphine)4 (22.395 mg, 0.019 mmol) and 2-dicyclohexylphosphino-2′... Starting materials: OCC1OC(Sc2ccccc2)C(O)C(O)C1O, ClC(c1ccccc1)(c1ccccc1)c1ccccc1, c1ccncc1. Yields the product OC1C(COC(c2ccccc2)(c2ccccc2)c2ccccc2)OC(Sc2ccccc2)C(O)C1O. As a reaction SMILES: [S:1]([CH:2]1[CH:3]([OH:4])[CH:5]([OH:6])[CH:7]([OH:8])[CH:9]([CH2:11][OH:12])[O:10]1)[c:13]1[cH:14][cH:15][cH:16][cH:17][cH:18]1.[c:19]1([C:25]([c:26]2[cH:27][cH:28][cH:29][cH:30][cH:31]2)([c:32]2[cH:33][cH:34][cH:35][cH:36][cH:37]2)[Cl:38])[cH:20][cH:21][cH:22][cH:23][cH:24]1.[cH:39]1[cH:40][cH:41][n:42][cH:43][cH:44]1>>[S:1]([CH:2]1[CH:3]([OH:4])[CH:5]([OH:6])[CH:7]([OH:8])[CH:9]([CH2:11][O:12][C:25]([c:19]2[cH:20][cH:21][cH:22][cH:23][cH:24]2)([c:26]2[cH:27][cH:28][cH:29][cH:30][cH:31]2)[c:32]2[cH:33][cH:34][cH:35][cH:36][cH:37]2)[O:10]1)[c:13]1[cH:14][cH:15][cH:16][cH:17][cH:18]1.